From a dataset of the Open Reaction Database (ORD), a public repository of structured organic reaction records. describe an organic reaction: reactants, conditions, products, and yield Reactants: O=C([O-])[O-], C1COCCN1, COC(=O)c1ccc(Cl)c2c1CC(C)(C)C(c1cccc(Br)c1)N2, CN(C)CC(=O)O, CS(C)=O, Cl, [Cu]I, [K+], [K+]. Yields the product COC(=O)c1ccc(Cl)c2c1CC(C)(C)C(c1cccc(N3CCOCC3)c1)N2. Reaction SMILES: [C:39](=[O:40])([O-:41])[O-:42].[CH2:25]1[CH2:26][O:27][CH2:28][CH2:29][NH:30]1.[CH3:1][O:2][C:3](=[O:4])[c:5]1[c:6]2[c:11]([c:12]([Cl:15])[cH:13][cH:14]1)[NH:10][CH:9]([c:16]1[cH:17][c:18]([Br:22])[cH:19][cH:20][cH:21]1)[C:8]([CH3:23])([CH3:24])[CH2:7]2.[CH3:32][N:33]([CH3:34])[CH2:35][C:36]([OH:37])=[O:38].[CH3:45][S:46](=[O:47])[CH3:48].[ClH:31].[Cu:49][I:50].[K+:43].[K+:44]>>[CH3:1][O:2][C:3](=[O:4])[c:5]1[c:6]2[c:11]([c:12]([Cl:15])[cH:13][cH:14]1)[NH:10][CH:9]([c:16]1[cH:17][c:18]([N:30]3[CH2:25][CH2:26][O:27][CH2:28][CH2:29]3)[cH:19][cH:20][cH:21]1)[C:8]([CH3:23])([CH3:24])[CH2:7]2. Reaction conditions: time 2 hour. Procedure details: tert-butyl 4-(5-chloro-1H-indol-3-yl)piperidine-1-carboxylate (1 g; 2.99 mmol) was dissolved in 7.5 mL of a 4M solution of HCl in dioxane. The mixture was stirred at room temperature for 2 hours and was concentrated under reduced pressure to give quantitatively 5-chloro-3-(piperidin-4-yl)-1H-indole hydrochloride as a solid. Reactants: ClC=1C=C2C(=CNC2=CC1)C1CCN(CC1)C(=O)OC(C)(C)C (tert-butyl 4-(5-chloro-1H-indol-3-yl)piperidine-1-carboxylate). Product: Cl.ClC=1C=C2C(=CNC2=CC1)C1CCNCC1 (5-chloro-3-(piperidin-4-yl)-1H-indole hydrochloride). Solvent: solution, Cl (HCl), O1CCOCC1 (dioxane). As a reaction SMILES: [Cl:1][C:2]1[CH:3]=[C:4]2[C:8](=[CH:9][CH:10]=1)[NH:7][CH:6]=[C:5]2[CH:11]1[CH2:16][CH2:15][N:14](C(OC(C)(C)C)=O)[CH2:13][CH2:12]1>Cl.O1CCOCC1>[ClH:1].[Cl:1][C:2]1[CH:3]=[C:4]2[C:8](=[CH:9][CH:10]=1)[NH:7][CH:6]=[C:5]2[CH:11]1[CH2:16][CH2:15][NH:14][CH2:13][CH2:12]1 |f:3.4|. Starting materials: [OH-].[Na+] (sodium hydroxide), C1(=CC=CC=C1)C (toluene), C(C)(C)(C)N1NC(C(C1N)C1=C(C=CC=C1Cl)Cl)=O (1-tert-butyl-4-(2,6-dichlorophenyl)-5-amino-pyrazolin-3-one). The solvent is O (water). Reaction conditions: temperature 100 celsius. Product: C(C)(C)(C)N1N(C(C(C1N)C1=C(C=CC=C1Cl)Cl)=O)C(C)CC (1-tert-butyl-2-sec-butyl-4-(2,6-dichlorophenyl)-5-aminopyrazolin-3-one). Yield: 31.0%. RXN SMILES: [OH-].[Na+].[C:3]1(C)[CH:8]=CC=[CH:5][CH:4]=1.[C:10]([N:14]1[CH:18]([NH2:19])[CH:17]([C:20]2[C:25]([Cl:26])=[CH:24][CH:23]=[CH:22][C:21]=2[Cl:27])[C:16](=[O:28])[NH:15]1)([CH3:13])([CH3:12])[CH3:11]>O>[C:10]([N:14]1[CH:18]([NH2:19])[CH:17]([C:20]2[C:25]([Cl:26])=[CH:24][CH:23]=[CH:22][C:21]=2[Cl:27])[C:16](=[O:28])[N:15]1[CH:3]([CH2:4][CH3:5])[CH3:8])([CH3:13])([CH3:11])[CH3:12] |f:0.1|. Reported procedure: To 160 mg of sodium hydroxide (60% oil dispersion) were added 30 ml of toluene and 1.00 g of 1-tert-butyl-4-(2,6-dichlorophenyl)-5-amino-pyrazolin-3-one, and the mixture was heated for 2 hours at 100° C. To this was added 550 ml of isopropyl mathanesulfonate, and the mixture was heated for additional 3 hours at 100° C. After completion of the reaction, water was added, and the mixture was extracted with ethyl acetate. The organic layer was dried over magnesium sulfate anhydride, then, the solven... Reactants: CO, Cl, COc1cc(C(Cc2ccccc2)(NS(=O)C(C)(C)C)c2cc(F)cc(OC(F)(F)C(F)F)c2)ccc1F. Yields the product COc1cc(C(N)(Cc2ccccc2)c2cc(F)cc(OC(F)(F)C(F)F)c2)ccc1F. RXN SMILES: [CH3:40][OH:41].[ClH:39].[F:1][c:2]1[c:3]([O:37][CH3:38])[cH:4][c:5]([C:8]([CH2:9][c:10]2[cH:11][cH:12][cH:13][cH:14][cH:15]2)([c:16]2[cH:17][c:18]([F:29])[cH:19][c:20]([O:22][C:23]([CH:24]([F:25])[F:26])([F:27])[F:28])[cH:21]2)[NH:30][S:31]([C:32]([CH3:33])([CH3:34])[CH3:35])=[O:36])[cH:6][cH:7]1>>[F:1][c:2]1[c:3]([O:37][CH3:38])[cH:4][c:5]([C:8]([CH2:9][c:10]2[cH:11][cH:12][cH:13][cH:14][cH:15]2)([c:16]2[cH:17][c:18]([F:29])[cH:19][c:20]([O:22][C:23]([CH:24]([F:25])[F:26])([F:27])[F:28])[cH:21]2)[NH2:30])[cH:6][cH:7]1.